From a dataset of the Open Reaction Database (ORD), a public repository of structured organic reaction records. describe an organic reaction: reactants, conditions, products, and yield The reactants are Oc1ccc(Br)nc1, OB(O)c1ccc(F)cc1. Yields the product Oc1ccc(-c2ccc(F)cc2)nc1. Reaction SMILES: [Br:1][c:2]1[n:3][cH:4][c:5]([OH:8])[cH:6][cH:7]1.[OH:9][B:10]([OH:11])[c:12]1[cH:13][cH:14][c:15]([F:16])[cH:17][cH:18]1>>[c:2]1(-[c:12]2[cH:13][cH:14][c:15]([F:16])[cH:17][cH:18]2)[n:3][cH:4][c:5]([OH:8])[cH:6][cH:7]1. The reactants are C(C)OP(=O)(C)CC1=CC=C(C=C1)C(NC1=C(C=CC(=C1)C=1SC=CC1)NC(=O)OC(C)(C)C)=O ([4-(2-tert-butoxycarbonylamino-5-thiophen-2-yl-phenylcarbamoyl)-benzyl]-methyl-phosphinic acid ethyl ester), C(=O)(C(F)(F)F)O (TFA). The solvent is C(Cl)Cl (DCM). Conditions: time 2 hour. Product: C(C)OP(=O)(C)CC1=CC=C(C=C1)C(NC1=C(C=CC(=C1)C=1SC=CC1)N)=O ([4-(2-Amino-5-thiophen-2-yl-phenylcarbamoyl)-benzyl]-methyl-phosphinic acid ethyl ester). As a reaction SMILES: [CH2:1]([O:3][P:4]([CH2:7][C:8]1[CH:13]=[CH:12][C:11]([C:14](=[O:35])[NH:15][C:16]2[CH:21]=[C:20]([C:22]3[S:23][CH:24]=[CH:25][CH:26]=3)[CH:19]=[CH:18][C:17]=2[NH:27]C(OC(C)(C)C)=O)=[CH:10][CH:9]=1)([CH3:6])=[O:5])[CH3:2].C(O)(C(F)(F)F)=O>C(Cl)Cl>[CH2:1]([O:3][P:4]([CH2:7][C:8]1[CH:9]=[CH:10][C:11]([C:14](=[O:35])[NH:15][C:16]2[CH:21]=[C:20]([C:22]3[S:23][CH:24]=[CH:25][CH:26]=3)[CH:19]=[CH:18][C:17]=2[NH2:27])=[CH:12][CH:13]=1)([CH3:6])=[O:5])[CH3:2]. Procedure: To a solution of [4-(2-tert-butoxycarbonylamino-5-thiophen-2-yl-phenylcarbamoyl)-benzyl]-methyl-phosphinic acid ethyl ester (500 mg, 0.972 mmol) in DCM (10 mL) was added TFA (5 mL, 64.9 mmol). After 2 h, the solvent was removed, and to the residue was added EtOAc and sat. NaHCO3. The aqueous fraction was extracted further with EtOAc, dried (MgSO4), filtered and the solvent was evaporated under reduced pressure. The material was used without further purification. 1H NMR (DMSO-d6) δ 9.69 (br s, 1H... Starting materials: [BH4-], CCO, O=C(CCl)C1CCc2cc(F)ccc2O1, ClCCl, [Na+], O. The product is OC(CCl)C1CCc2cc(F)ccc2O1. As a reaction SMILES: [BH4-:16].[CH3:18][CH2:19][OH:20].[Cl:1][CH2:2][C:3](=[O:4])[CH:5]1[O:6][c:7]2[cH:8][cH:9][c:10]([F:15])[cH:11][c:12]2[CH2:13][CH2:14]1.[Cl:22][CH2:23][Cl:24].[Na+:17].[OH2:21]>>[Cl:1][CH2:2][CH:3]([OH:4])[CH:5]1[O:6][c:7]2[cH:8][cH:9][c:10]([F:15])[cH:11][c:12]2[CH2:13][CH2:14]1. The reactants are BrC1=CN=C2N1C=CC(=N2)C2(OC(OC2)(C)C)C (3-Bromo-7-(2,2,4-trimethyl-[1,3]dioxolan-4-yl)imidazo[1,2-α]pyrimidine), FC1=C(C=C(C=C1)B1OC(C(O1)(C)C)(C)C)C=1C=NC=CC1 (3-[2-fluoro-5-(4,4,5,5-tetramethyl-[1,3,2]dioxaborolan-2-yl)phenyl]pyridine). Product: FC1=C(C=C(C=C1)C1=CN=C2N1C=CC(=N2)C2(OC(OC2)(C)C)C)C=2C=NC=CC2 (3-[4-fluoro-3-(pyridin-3-yl)phenyl]-7-(2,2,4-trimethyl-[1,3]dioxolan-4-yl)imidazo[1,2-α]pyrimidine). Reaction SMILES: Br[C:2]1[N:6]2[CH:7]=[CH:8][C:9]([C:11]3([CH3:18])[CH2:15][O:14][C:13]([CH3:17])([CH3:16])[O:12]3)=[N:10][C:5]2=[N:4][CH:3]=1.[F:19][C:20]1[CH:25]=[CH:24][C:23](B2OC(C)(C)C(C)(C)O2)=[CH:22][C:21]=1[C:35]1[CH:36]=[N:37][CH:38]=[CH:39][CH:40]=1>>[F:19][C:20]1[CH:25]=[CH:24][C:23]([C:2]2[N:6]3[CH:7]=[CH:8][C:9]([C:11]4([CH3:18])[CH2:15][O:14][C:13]([CH3:17])([CH3:16])[O:12]4)=[N:10][C:5]3=[N:4][CH:3]=2)=[CH:22][C:21]=1[C:35]1[CH:36]=[N:37][CH:38]=[CH:39][CH:40]=1. Procedure details: 3-Bromo-7-(2,2,4-trimethyl-[1,3]dioxolan-4-yl)imidazo[1,2-α]pyrimidine was coupled with 3-[2-fluoro-5-(4,4,5,5-tetramethyl-[1,3,2]dioxaborolan-2-yl)phenyl]pyridine as described in Example 65 to give 3-[4-fluoro-3-(pyridin-3-yl)phenyl]-7-(2,2,4-trimethyl-[1,3]dioxolan-4-yl)imidazo[1,2-α]pyrimidine as an orange oil: δH (400 MHz, d6-DMSO) 1.33 (3H, s), 1.47 (3H, s), 1.59 (3H, s), 4.08 (1H, d, J 9), 4.49 (1H, d, J 9), 7.31 (1H, d, J 7), 7.54-7.59 (2H, m), 7.77-7.81 (1H, m), 7.94 (1H, dd, J 7 and 2),... Starting materials: Cl (HCl), O (water), CC=1C(=CC=2C(CCC(C2C1)(C)C)(C)C)C(C=C)C1=CC=C(C#N)C=C1 (4-[1-(5,6,7,8-tetrahydro-3,5,5,8,8-pentamethyl-2-naphthalenyl)-2-propenyl]benzonitrile), [OH-].[K+] (potassium hydroxide). Conditions: temperature 70 celsius, time 6 hour. The product is CC=1C(=CC=2C(CCC(C2C1)(C)C)(C)C)C(C=C)C1=CC=C(C#N)C=C1 (4-[1-(5,6,7,8-tetrahydro-3,5,5,8,8-pentamethyl-2-naphthalenyl)-2-propenyl]benzonitrile), CC=1C(=CC=2C(CCC(C2C1)(C)C)(C)C)C(C=C)C1=CC=C(C(=O)O)C=C1 (4-[1-(5,6,7,8-tetrahydro-3,5,5,8,8-pentamethyl-2-naphthalenyl)-2-propenyl]benzoic acid). RXN SMILES: [CH3:1][C:2]1[C:3]([CH:16]([C:19]2[CH:26]=[CH:25][C:22]([C:23]#[N:24])=[CH:21][CH:20]=2)[CH:17]=[CH2:18])=[CH:4][C:5]2[C:6]([CH3:15])([CH3:14])[CH2:7][CH2:8][C:9]([CH3:13])([CH3:12])[C:10]=2[CH:11]=1.[OH-:27].[K+].Cl.[OH2:30]>>[CH3:1][C:2]1[C:3]([CH:16]([C:19]2[CH:20]=[CH:21][C:22]([C:23]#[N:24])=[CH:25][CH:26]=2)[CH:17]=[CH2:18])=[CH:4][C:5]2[C:6]([CH3:14])([CH3:15])[CH2:7][CH2:8][C:9]([CH3:12])([CH3:13])[C:10]=2[CH:11]=1.[CH3:1][C:2]1[C:3]([CH:16]([C:19]2[CH:26]=[CH:25][C:22]([C:23]([OH:30])=[O:27])=[CH:21][CH:20]=2)[CH:17]=[CH2:18])=[CH:4][C:5]2[C:6]([CH3:15])([CH3:14])[CH2:7][CH2:8][C:9]([CH3:13])([CH3:12])[C:10]=2[CH:11]=1 |f:1.2|. Reported procedure: A suspension of the derivative (E) 4-[1-(5,6,7,8-tetrahydro-3,5,5,8,8-pentamethyl-2-naphthalenyl)-2-propenyl]benzonitrile (0.22 g, 0.64 mmol) prepared previously in alcoholic potassium hydroxide (0.94 g, 16.8 mmol KOH in 0.55 ml H2O and 3.3 ml EtOH) is heated to 70° C. under magnetic stirring for 6 hours. The progress of the reaction is followed by HPLC. After cooling of the reaction medium, it is taken up in water (50 ml), acidified by 1N HCl, extracted with ether (4×20 ml) and the ether phase ... RXN SMILES: [CH2:35]1[O:36][CH2:37][CH2:38][CH2:39]1.[CH3:31][C:32]([Cl:33])=[O:34].[NH2:1][CH2:2][c:3]1[cH:4][c:5]2[c:6]([n:7]([CH2:24][CH2:25][CH:26]([CH3:27])[CH3:28])[c:8]([CH2:10][n:11]3[c:12](=[O:23])[n:13]([CH:20]([CH3:21])[CH3:22])[c:14]4[c:15]3[cH:16][cH:17][cH:18][cH:19]4)[n:9]2)[cH:29][cH:30]1>>[NH:1]([CH2:2][c:3]1[cH:4][c:5]2[c:6]([n:7]([CH2:24][CH2:25][CH:26]([CH3:27])[CH3:28])[c:8]([CH2:10][n:11]3[c:12](=[O:23])[n:13]([CH:20]([CH3:21])[CH3:22])[c:14]4[c:15]3[cH:16][cH:17][cH:18][cH:19]4)[n:9]2)[cH:29][cH:30]1)[C:32]([CH3:31])=[O:34]. The reactants are C1CCOC1, CC(=O)Cl, CC(C)CCn1c(Cn2c(=O)n(C(C)C)c3ccccc32)nc2cc(CN)ccc21. Product: CC(=O)NCc1ccc2c(c1)nc(Cn1c(=O)n(C(C)C)c3ccccc31)n2CCC(C)C.